From a dataset of the Open Reaction Database (ORD), a public repository of structured organic reaction records. describe an organic reaction: reactants, conditions, products, and yield Starting materials: C(C=C)C1=C(OCC(=O)OCC)C=C(C=C1)C(F)(F)F (Ethyl 2-allyl-5-trifluoromethyl-phenoxy-acetate), [OH-].[Na+] (sodium hydroxide), Cl (hydrochloric acid). The solvent is C(C)O (ethanol). Product: C(C=C)C1=C(OCC(=O)O)C=C(C=C1)C(F)(F)F (2-allyl-5-trifluoromethyl-phenoxy-acetic acid). Isolated yield 93.6%. As a reaction SMILES: [CH2:1]([C:4]1[CH:16]=[CH:15][C:14]([C:17]([F:20])([F:19])[F:18])=[CH:13][C:5]=1[O:6][CH2:7][C:8]([O:10]CC)=[O:9])[CH:2]=[CH2:3].[OH-].[Na+].Cl>C(O)C>[CH2:1]([C:4]1[CH:16]=[CH:15][C:14]([C:17]([F:18])([F:19])[F:20])=[CH:13][C:5]=1[O:6][CH2:7][C:8]([OH:10])=[O:9])[CH:2]=[CH2:3] |f:1.2|. Procedure: Using the procedure of Step D of Example 16, 6.25 g of the product of Step A, 10.9 ml of 2N sodium hydroxide in 40 ml of ethanol were reacted and then 10.9 ml of 2N hydrochloric acid were added to obtain 5.28 g of the expected product. Reactants: ClC=1C=C(CNC(=O)C=2N(C=C(C(C2OCC2=CC=CC=C2)=O)C(C(C)(C)C)=O)CC(OC)OC)C=CC1 (3-benzyloxy-1-(2,2-dimethoxyethyl)-5-(2,2-dimethylpropionyl)-4-oxo-1,4-dihydropyridine-2-carboxylic acid 3-chlorobenzylamide), Cl (hydrochloric acid). Run in O1CCOCC1 (dioxane). Run at temperature 90 celsius, time 2 hour. Yields the product Cl.ClC=1C=C(CN2C(C=3N(C=C2)C=C(C(C3O)=O)C(C(C)(C)C)=O)=O)C=CC1 (2-(3-chlorobenzyl)-7-(2,2-dimethylpropionyl)-9-hydroxy-2H-pyrido[1,2-a]pyrazine-1,8-dione hydrochloride). Isolated yield 181.5%. Reaction SMILES: [Cl:1][C:2]1[CH:3]=[C:4]([CH:36]=[CH:37][CH:38]=1)[CH2:5][NH:6][C:7]([C:9]1[N:10]([CH2:30][CH:31](OC)OC)[CH:11]=[C:12]([C:24](=[O:29])[C:25]([CH3:28])([CH3:27])[CH3:26])[C:13](=[O:23])[C:14]=1[O:15]CC1C=CC=CC=1)=[O:8].Cl>O1CCOCC1>[ClH:1].[Cl:1][C:2]1[CH:3]=[C:4]([CH:36]=[CH:37][CH:38]=1)[CH2:5][N:6]1[CH:31]=[CH:30][N:10]2[CH:11]=[C:12]([C:24](=[O:29])[C:25]([CH3:27])([CH3:28])[CH3:26])[C:13](=[O:23])[C:14]([OH:15])=[C:9]2[C:7]1=[O:8] |f:3.4|. Procedure: To a solution of 3-benzyloxy-1-(2,2-dimethoxyethyl)-5-(2,2-dimethylpropionyl)-4-oxo-1,4-dihydropyridine-2-carboxylic acid 3-chlorobenzylamide (100 mg) in dioxane (1 ml) was added conc. hydrochloric acid (1 ml) and the mixture was stirred at 90° C. for 2 hr. The solvent was evaporated, toluene was added, and the mixture was concentrated, which operations were performed twice. Crystallization from ethyl acetate-diisopropyl ether gave 2-(3-chlorobenzyl)-7-(2,2-dimethylpropionyl)-9-hydroxy-2H-pyrido... The reactants are FC(C1=CC=C(C=C1)O)(F)F (p-trifluoromethylphenol), N1=CC=CC=C1 (pyridine), C(CCCC)[C@@H]1CC[C@H](CC1)[C@@H]1CC[C@H](CC1)C(=O)Cl (trans-4-(trans-4-n-pentylcyclohexyl)-cyclohexanecarbonyl chloride). The solvent is C1(=CC=CC=C1)C (toluene), C1(=CC=CC=C1)C (toluene). The product is C(CCCC)[C@@H]1CC[C@H](CC1)[C@@H]1CC[C@H](CC1)C(=O)OC1=CC=C(C=C1)C(F)(F)F (p-Trifluoromethylphenyl trans-4-(trans-4-n-pentylcyclohexyl)-cyclohexanecarboxylate). RXN SMILES: [CH2:1]([C@H:6]1[CH2:11][CH2:10][C@H:9]([C@H:12]2[CH2:17][CH2:16][C@H:15]([C:18](Cl)=[O:19])[CH2:14][CH2:13]2)[CH2:8][CH2:7]1)[CH2:2][CH2:3][CH2:4][CH3:5].[F:21][C:22]([F:31])([F:30])[C:23]1[CH:28]=[CH:27][C:26]([OH:29])=[CH:25][CH:24]=1.N1C=CC=CC=1>C1(C)C=CC=CC=1>[CH2:1]([C@H:6]1[CH2:11][CH2:10][C@H:9]([C@H:12]2[CH2:13][CH2:14][C@H:15]([C:18]([O:29][C:26]3[CH:25]=[CH:24][C:23]([C:22]([F:30])([F:31])[F:21])=[CH:28][CH:27]=3)=[O:19])[CH2:16][CH2:17]2)[CH2:8][CH2:7]1)[CH2:2][CH2:3][CH2:4][CH3:5]. Procedure: A solution of 29.3 g of trans-4-(trans-4-n-pentylcyclohexyl)-cyclohexanecarbonyl chloride in 120 ml of toluene is added dropwise in the course of 2 hours with stirring to a boiling solution of 16.2 g of p-trifluoromethylphenol and 10 ml of pyridine in 120 ml of toluene. The reaction mixture is mixture is refluxed for a further 3 hours and then evaporated. The residue is worked up as conventional. p-Trifluoromethylphenyl trans-4-(trans-4-n-pentylcyclohexyl)-cyclohexanecarboxylate is obtained. Starting materials: CC1(C=2C=CC(=CC2C(CC1)(C)C)C(=O)O)C (5,6,7,8-tetrahydro-5,5,8,8-tetramethyl-2-naphthalene-carboxylic acid), FC1=CC=C(N)C=C1 (4-fluoroaniline). Product: FC1=CC=C(NC(=O)C2=CC=3C(CCC(C3C=C2)(C)C)(C)C)C=C1 (4'-fluoro-5,6,7,8-tetrahydro-5,5,8,8-tetramethyl-2-naphthalenecarboxanilide). Yield: 60.7%. Reaction SMILES: [CH3:1][C:2]1([CH3:17])[CH2:11][CH2:10][C:9]([CH3:13])([CH3:12])[C:8]2[CH:7]=[C:6]([C:14]([OH:16])=O)[CH:5]=[CH:4][C:3]1=2.[F:18][C:19]1[CH:25]=[CH:24][C:22]([NH2:23])=[CH:21][CH:20]=1>>[F:18][C:19]1[CH:25]=[CH:24][C:22]([NH:23][C:14]([C:6]2[CH:5]=[CH:4][C:3]3[C:2]([CH3:1])([CH3:17])[CH2:11][CH2:10][C:9]([CH3:13])([CH3:12])[C:8]=3[CH:7]=2)=[O:16])=[CH:21][CH:20]=1. Procedure: In a manner analogous to Example 1, 2 g of 5,6,7,8-tetrahydro-5,5,8,8-tetramethyl-2-naphthalene-carboxylic acid and 1 g of 4-fluoroaniline were used to obtain 1.7 g of 4'-fluoro-5,6,7,8-tetrahydro-5,5,8,8-tetramethyl-2-naphthalenecarboxanilide in colorless crystals. m.p. 163° C.-165° C. (from ethyl acetate/hexane). Product: COc1ncc(-c2cccc3c2CC(N(Cc2ccccc2)Cc2ccccc2)CO3)cc1F. Starting materials: O=S(=O)(Oc1cccc2c1CC(N(Cc1ccccc1)Cc1ccccc1)CO2)C(F)(F)F, COc1ncc(B(O)O)cc1F. As a reaction SMILES: [F:13][C:14]([F:15])([F:16])[S:17]([O:18][c:19]1[c:20]2[c:25]([cH:26][cH:27][cH:28]1)[O:24][CH2:23][CH:22]([N:29]([CH2:30][c:31]1[cH:32][cH:33][cH:34][cH:35][cH:36]1)[CH2:37][c:38]1[cH:39][cH:40][cH:41][cH:42][cH:43]1)[CH2:21]2)(=[O:44])=[O:45].[F:1][c:2]1[cH:3][c:4]([B:10]([OH:11])[OH:12])[cH:5][n:6][c:7]1[O:8][CH3:9]>>[F:1][c:2]1[cH:3][c:4](-[c:19]2[c:20]3[c:25]([cH:26][cH:27][cH:28]2)[O:24][CH2:23][CH:22]([N:29]([CH2:30][c:31]2[cH:32][cH:33][cH:34][cH:35][cH:36]2)[CH2:37][c:38]2[cH:39][cH:40][cH:41][cH:42][cH:43]2)[CH2:21]3)[cH:5][n:6][c:7]1[O:8][CH3:9].